From a dataset of the Open Reaction Database (ORD), a public repository of structured organic reaction records. describe an organic reaction: reactants, conditions, products, and yield Reaction SMILES: [Br:1][C:2]1[CH:7]=[CH:6][C:5]([OH:8])=[CH:4][CH:3]=1.O[C:10]12[CH2:19][CH:14]3[CH2:15][CH:16]([CH2:18][CH:12]([C:13]3=[O:20])[CH2:11]1)[CH2:17]2.CS(O)(=O)=O>>[Br:1][C:2]1[CH:7]=[CH:6][C:5]([OH:8])=[C:4]([C:16]23[CH2:18][CH:12]4[CH2:11][CH:10]([CH2:19][CH:14]([C:13]4=[O:20])[CH2:15]2)[CH2:17]3)[CH:3]=1. Conditions: temperature 80 celsius. Procedure: The mixture of 4-bromophenol (3.11 g, 17.98 mmol), 5-hydroxy-2-adamantanone (2.49 g, 14.98 mmol), and MeSO3H (7 mL) was stirred with heating at 80° C. (oil-bath) for 5 h. The resulting mixture was quenched with H2O (40 mL) and filtered. The precipitate was washed several times with H2O, 5% NaHCO3, and CH2Cl2 and dried to give 3.76 g (79%) of 5-(5′-bromo-2′-hydroxyphenyl)-2-adamantanone as a white solid, mp 287-289° C. 1H NMR 8 (DMSO-d6) 1.82-2.45 (m, 13H, AdCH and AdCH2), 6.71 (d, J=8.5 Hz, 1H, ... The reactants are BrC1=CC=C(C=C1)O (4-bromophenol), OC12CC3C(C(CC(C1)C3)C2)=O (5-hydroxy-2-adamantanone), CS(=O)(=O)O (MeSO3H). Yield: 78.1%. Yields the product BrC=1C=CC(=C(C1)C12CC3C(C(CC(C1)C3)C2)=O)O (5-(5′-bromo-2′-hydroxyphenyl)-2-adamantanone). Reactants: C(C)(C)(C)OC(=O)N1CCC(CC1)C1CC=2C(=CN=C(C2)Cl)O1 (4-(5-chloro-2,3-dihydro-furo[2,3-c]pyridin-2-yl)-piperidine-1-carboxylic acid tert-butyl ester), FC(C1=NC=CC(=C1)B(O)O)(F)F (2-(trifluoromethyl)pyridine-4-boronic acid). Product: C(C)(C)(C)OC(=O)N1CCC(CC1)C1CC=2C(=CN=C(C2)C2=CC(=NC=C2)C(F)(F)F)O1 (4-[5-(2-Trifluoromethyl-pyridin-4-yl)-2,3-dihydro-furo[2,3-c]pyridin-2-yl]-piperidine-1-carboxylic acid tert-butyl ester). RXN SMILES: [C:1]([O:5][C:6]([N:8]1[CH2:13][CH2:12][CH:11]([CH:14]2[O:23][C:17]3=[CH:18][N:19]=[C:20](Cl)[CH:21]=[C:16]3[CH2:15]2)[CH2:10][CH2:9]1)=[O:7])([CH3:4])([CH3:3])[CH3:2].[F:24][C:25]([F:36])([F:35])[C:26]1[CH:31]=[C:30](B(O)O)[CH:29]=[CH:28][N:27]=1>>[C:1]([O:5][C:6]([N:8]1[CH2:13][CH2:12][CH:11]([CH:14]2[O:23][C:17]3=[CH:18][N:19]=[C:20]([C:30]4[CH:29]=[CH:28][N:27]=[C:26]([C:25]([F:36])([F:35])[F:24])[CH:31]=4)[CH:21]=[C:16]3[CH2:15]2)[CH2:10][CH2:9]1)=[O:7])([CH3:4])([CH3:3])[CH3:2]. Reported procedure: The title compound is prepared from 4-(5-chloro-2,3-dihydro-furo[2,3-c]pyridin-2-yl)-piperidine-1-carboxylic acid tert-butyl ester and 2-(trifluoromethyl)pyridine-4-boronic acid following a procedure analogous to that described in Example 28. LC (method 10): tR=1.82 min; Mass spectrum (ESI+): m/z=450 [M+H]+. Reactants: CC(C)(C)CC(=O)Cl, CCCCc1ccc(C#Cc2ccc(CNc3ccc(F)c(C(=O)OC)c3)cc2)cc1. Product: CCCCc1ccc(C#Cc2ccc(CN(C(=O)CC(C)(C)C)c3ccc(F)c(C(=O)OC)c3)cc2)cc1. Reaction SMILES: [C:32]([CH3:33])([CH3:34])([CH3:35])[CH2:36][C:37](=[O:38])[Cl:39].[CH2:1]([CH2:2][CH2:3][CH3:4])[c:5]1[cH:6][cH:7][c:8]([C:11]#[C:12][c:13]2[cH:14][cH:15][c:16]([CH2:17][NH:18][c:19]3[cH:20][cH:21][c:22]([F:29])[c:23]([C:24](=[O:25])[O:26][CH3:27])[cH:28]3)[cH:30][cH:31]2)[cH:9][cH:10]1>>[CH2:1]([CH2:2][CH2:3][CH3:4])[c:5]1[cH:6][cH:7][c:8]([C:11]#[C:12][c:13]2[cH:14][cH:15][c:16]([CH2:17][N:18]([c:19]3[cH:20][cH:21][c:22]([F:29])[c:23]([C:24](=[O:25])[O:26][CH3:27])[cH:28]3)[C:37]([CH2:36][C:32]([CH3:33])([CH3:34])[CH3:35])=[O:38])[cH:30][cH:31]2)[cH:9][cH:10]1. Starting materials: CCCCCN(OCc1ccccc1)C(=O)Nc1ccc(CCCC)cc1, CCO, O=C[O-], [NH4+]. Yields the product CCCCCN(O)C(=O)Nc1ccc(CCCC)cc1. RXN SMILES: [CH2:5]([c:6]1[cH:7][cH:8][cH:9][cH:10][cH:11]1)[O:12][N:13]([C:14](=[O:15])[NH:16][c:17]1[cH:18][cH:19][c:20]([CH2:23][CH2:24][CH2:25][CH3:26])[cH:21][cH:22]1)[CH2:27][CH2:28][CH2:29][CH2:30][CH3:31].[CH3:32][CH2:33][OH:34].[CH:1]([O-:2])=[O:3].[NH4+:4]>>[OH:12][N:13]([C:14](=[O:15])[NH:16][c:17]1[cH:18][cH:19][c:20]([CH2:23][CH2:24][CH2:25][CH3:26])[cH:21][cH:22]1)[CH2:27][CH2:28][CH2:29][CH2:30][CH3:31]. Reactants: [Al+3], COC(=O)c1ccc2c(c1)OC(F)(F)O2, [H-], [H-], [H-], [H-], [Li+], [Na+], C1CCOC1, [OH-], O. Product: OCc1ccc2c(c1)OC(F)(F)O2. Reaction SMILES: [Al+3:17].[F:1][C:2]1([F:15])[O:3][c:4]2[c:5]([cH:7][cH:8][c:9]([C:11](=[O:12])[O:13][CH3:14])[cH:10]2)[O:6]1.[H-:16].[H-:19].[H-:20].[H-:21].[Li+:18].[Na+:24].[O:25]1[CH2:26][CH2:27][CH2:28][CH2:29]1.[OH-:23].[OH2:22]>>[F:1][C:2]1([F:15])[O:3][c:4]2[c:5]([cH:7][cH:8][c:9]([CH2:11][OH:12])[cH:10]2)[O:6]1. Reactants: D4, FC1=C(C#N)C=C(C=C1)C=O (2-fluoro-5-formylbenzonitrile), OC=1C=C(C#N)C=CC1 (3-hydroxybenzonitrile). Product: C(#N)C=1C=C(OC2=C(C#N)C=C(C=C2)C=O)C=CC1 (2-(3-cyanophenoxy)-5-formylbenzonitrile). RXN SMILES: F[C:2]1[CH:9]=[CH:8][C:7]([CH:10]=[O:11])=[CH:6][C:3]=1[C:4]#[N:5].[OH:12][C:13]1[CH:14]=[C:15]([CH:18]=[CH:19][CH:20]=1)[C:16]#[N:17]>>[C:16]([C:15]1[CH:14]=[C:13]([CH:20]=[CH:19][CH:18]=1)[O:12][C:2]1[CH:9]=[CH:8][C:7]([CH:10]=[O:11])=[CH:6][C:3]=1[C:4]#[N:5])#[N:17]. Reported procedure: The title compound was prepared by a procedure similar to that described for D4 starting from 2-fluoro-5-formylbenzonitrile and 3-hydroxybenzonitrile.